Dataset: the Open Reaction Database (ORD), a public repository of structured organic reaction records. Task: describe an organic reaction: reactants, conditions, products, and yield Reaction SMILES: [NH:1]([C:25]([O:27][CH2:28][C:29]1[CH:34]=[CH:33][CH:32]=[CH:31][CH:30]=1)=[O:26])[C@H:2]([C:10]([NH:12][C@H:13]([C:18]([O:20]C(C)(C)C)=[O:19])[CH2:14][CH:15]([CH3:17])[CH3:16])=[O:11])[CH2:3][C:4]1[CH:9]=[CH:8][CH:7]=[CH:6][CH:5]=1.C(O)(C(F)(F)F)=O>O>[NH:1]([C:25]([O:27][CH2:28][C:29]1[CH:30]=[CH:31][CH:32]=[CH:33][CH:34]=1)=[O:26])[C@H:2]([C:10]([NH:12][C@H:13]([C:18]([OH:20])=[O:19])[CH2:14][CH:15]([CH3:17])[CH3:16])=[O:11])[CH2:3][C:4]1[CH:5]=[CH:6][CH:7]=[CH:8][CH:9]=1. Yields the product N([C@@H](CC1=CC=CC=C1)C(=O)N[C@@H](CC(C)C)C(=O)O)C(=O)OCC1=CC=CC=C1 (Z-Phe-Leu-OH). Conditions: time 2 hour. The reactants are N([C@@H](CC1=CC=CC=C1)C(=O)N[C@@H](CC(C)C)C(=O)OC(C)(C)C)C(=O)OCC1=CC=CC=C1 (Z-Phe-Leu-OtBu), C(=O)(C(F)(F)F)O (CF3COOH). Run in O (water). Procedure details: 100 mg Z-Phe-Leu-OtBu was added to 5 mL CF3COOH to which a drop of water had been added. The mixture was stirred for 2 h at ambient temperature, concentrated in vacuo and co-evaporated with 10 mL toluene (2×) to obtain Z-Phe-Leu-OH in quantitative yield. 1H-NMR (CDCl3, 300 MHz): δ 7.31-7.04 (m, 10H), 6.82 (d, 1H, J=6.6 Hz), 5.79 (d, 1H, J=7.3 Hz), 4.93 (s, 2H), 4.44 (m, 2H), 2.94 (m, 2H), 1.51 (m, 3H), 0.77 (m, 6H). Reactants: CCCCCCCCO, Cl, O. Yields the product CCCCCCCCCl. Reaction SMILES: [CH2:1]([CH2:2][CH2:3][CH2:4][CH2:5][CH2:6][CH2:7][CH3:8])[OH:9].[ClH:10].[OH2:11]>>[CH2:1]([CH2:2][CH2:3][CH2:4][CH2:5][CH2:6][CH2:7][CH3:8])[Cl:10]. Starting materials: OC1=NN(C(C2=CC=CC=C12)=O)C1=CC=C(C=C1)I (4-Hydroxy-2-(4-iodophenyl)-2H-phthalazin-1-one), C1(=CC=CC=C1)S (thiophenol), C(CO)O (ethylene glycol), O (H2O). Reagents/catalysts: [Cu]I (CuI). Run in CN1C(CCC1)=O (N-methyl-pyrrolidinone). Reaction conditions: temperature 90 celsius, time 26 hour. The product is C1(=CC=CC=C1)SC1=CC=C(C=C1)N1C(C2=CC=CC=C2C(N1)=O)=O (2-(4-Phenylsulfanyl-phenyl)-2,3-dihydro-phthalazine-1,4-dione). As a reaction SMILES: [OH:1][C:2]1[C:11]2[C:6](=[CH:7][CH:8]=[CH:9][CH:10]=2)[C:5](=[O:12])[N:4]([C:13]2[CH:18]=[CH:17][C:16](I)=[CH:15][CH:14]=2)[N:3]=1.[C:20]1([SH:26])[CH:25]=[CH:24][CH:23]=[CH:22][CH:21]=1.C(O)CO.O>CN1CCCC1=O.[Cu]I>[C:20]1([S:26][C:16]2[CH:17]=[CH:18][C:13]([N:4]3[NH:3][C:2](=[O:1])[C:11]4[C:6](=[CH:7][CH:8]=[CH:9][CH:10]=4)[C:5]3=[O:12])=[CH:14][CH:15]=2)[CH:25]=[CH:24][CH:23]=[CH:22][CH:21]=1. Reported procedure: 4-Hydroxy-2-(4-iodophenyl)-2H-phthalazin-1-one (see Method Q) (0.20 g, 0.55 mmol), thiophenol (0.061 g, 0.55 mmol), CuI (0.006 g, 0.03 mmol) and ethylene glycol (0.070 g, 1.1 mmol) were dissolved in N-methyl-pyrrolidinone (NMP) (1 ml) under argon and heated to 90° C. Stirring at this temperature was continued for 26 h before the mixture was allowed to warm to room temperature. H2O (50 ml) was added and the resulting solution was extracted with dichloromethane. The title compound was obtained aft...